Task: describe an organic reaction: reactants, conditions, products, and yield. Dataset: the Open Reaction Database (ORD), a public repository of structured organic reaction records The reactants are BrC1=CC=C(C=C1)C(F)(F)F (4-bromobenzotrifluoride), N1CCC(C(=O)OCC)CC1 (ethyl isonipecotate). Yields the product FC(C1=CC=C(C=C1)N1CCC(CC1)C(=O)OCC)(F)F (ethyl 1-(4-trifluoromethylphenyl)piperidine-4-carboxylate). Yield: 75.4%. As a reaction SMILES: Br[C:2]1[CH:7]=[CH:6][C:5]([C:8]([F:11])([F:10])[F:9])=[CH:4][CH:3]=1.[NH:12]1[CH2:22][CH2:21][CH:15]([C:16]([O:18][CH2:19][CH3:20])=[O:17])[CH2:14][CH2:13]1>>[F:9][C:8]([F:11])([F:10])[C:5]1[CH:6]=[CH:7][C:2]([N:12]2[CH2:22][CH2:21][CH:15]([C:16]([O:18][CH2:19][CH3:20])=[O:17])[CH2:14][CH2:13]2)=[CH:3][CH:4]=1. Procedure: Using 4-bromobenzotrifluoride (3.15 g, 13.99 mmol) and ethyl isonipecotate (2.2 g, 13.99 mmol), ethyl 1-(4-trifluoromethylphenyl)piperidine-4-carboxylate (3.18 g, yield 74%) as a pale brown crystalline powder was prepared in the same manner as described in Reference Example 21.